Dataset: the Open Reaction Database (ORD), a public repository of structured organic reaction records. Task: describe an organic reaction: reactants, conditions, products, and yield Starting materials: C(C1=CC=CC=C1)OC(=O)N1CC(NC2=C(C1)C=C(C(=C2)[N+](=O)[O-])OC)=O (7-methoxy-8-nitro-2-oxo-1,2,3,5-tetrahydro-benzo[e][1,4]diazepine-4-carboxylic acid benzyl ester). The reagents and catalysts are [Pd] (Pd on carbon). The solvent is C(C)(=O)OCC (ethyl acetate), C(C)O (ethanol). Conditions: time 18 hour. The product is NC=1C(=CC2=C(NC(CNC2)=O)C1)OC (8-amino-7-methoxy-1,3,4,5-tetrahydro-benzo[e][1,4]diazepin-2-one). Isolated yield 58.9%. RXN SMILES: C(OC([N:11]1[CH2:17][C:16]2[CH:18]=[C:19]([O:25][CH3:26])[C:20]([N+:22]([O-])=O)=[CH:21][C:15]=2[NH:14][C:13](=[O:27])[CH2:12]1)=O)C1C=CC=CC=1>C(OCC)(=O)C.C(O)C.[Pd]>[NH2:22][C:20]1[C:19]([O:25][CH3:26])=[CH:18][C:16]2[CH2:17][NH:11][CH2:12][C:13](=[O:27])[NH:14][C:15]=2[CH:21]=1. Reported procedure: A solution of 7-methoxy-8-nitro-2-oxo-1,2,3,5-tetrahydro-benzo[e][1,4]diazepine-4-carboxylic acid benzyl ester (380 mg, 1.0 mmol) in ethyl acetate (50 mL) and ethanol (50 mL) was treated with 10% Pd on carbon (50 mg) and placed on a Paar shaker under an atmosphere of hydrogen gas (50 psi). After 18 hours LCMS indicated completion of reaction. The mixture was filtered and concentrated to give 8-amino-7-methoxy-1,3,4,5-tetrahydro-benzo[e][1,4]diazepin-2-one (122 mg, 53%) as a tan solid, used witho... The reactants are C(#N)C1=CC=C(C=C1)NN1N=CN=C1 (1-[N-(4-cyanophenyl)amino]-1H-1,2,4-triazole), BrCC1=CC=C(C=C1)C (α-bromo-p-xylene). Yields the product C(#N)C1=CC=C(C=C1)N(CC1=CC=C(C=C1)C)N1N=CN=C1 (1-[N-(4-cyanophenyl)-N-(4-methylbenzyl)amino]-1H-1,2,4-triazole). RXN SMILES: [C:1]([C:3]1[CH:8]=[CH:7][C:6]([NH:9][N:10]2[CH:14]=[N:13][CH:12]=[N:11]2)=[CH:5][CH:4]=1)#[N:2].Br[CH2:16][C:17]1[CH:22]=[CH:21][C:20]([CH3:23])=[CH:19][CH:18]=1>>[C:1]([C:3]1[CH:8]=[CH:7][C:6]([N:9]([N:10]2[CH:14]=[N:13][CH:12]=[N:11]2)[CH2:16][C:17]2[CH:22]=[CH:21][C:20]([CH3:23])=[CH:19][CH:18]=2)=[CH:5][CH:4]=1)#[N:2]. Procedure details: Starting Compounds: 1-[N-(4-cyanophenyl)amino]-1H-1,2,4-triazole and α-bromo-p-xylene Reactants: [Br-], CO, Cc1ccc([N+](=O)[O-])c(C(N)=O)c1, [K+]. Yields the product Cc1ccc(N)c(C(N)=O)c1. RXN SMILES: [Br-:1].[CH3:16][OH:17].[CH3:3][c:4]1[cH:5][cH:6][c:7]([N+:13]([O-:14])=[O:15])[c:8]([C:9](=[O:10])[NH2:11])[cH:12]1.[K+:2]>>[CH3:3][c:4]1[cH:5][cH:6][c:7]([NH2:13])[c:8]([C:9](=[O:10])[NH2:11])[cH:12]1. Starting materials: C(C1=CC=CC=C1)NC=1N=CN(C1)C(C1=CC=CC=C1)(C1=CC=CC=C1)C1=CC=CC=C1 (Benzyl-(1-trityl-1H-imidazol-4-yl)-amine), Cl (HCl). The solvent is solution, O1CCOCC1 (dioxane). Reaction conditions: time 90 minute. The product is Cl.C(C1=CC=CC=C1)NC=1N=CNC1 (Benzyl-(1H-imidazol-4-yl)-amine hydrochloride). The yield is 100.0%. RXN SMILES: [CH2:1]([NH:8][C:9]1[N:10]=[CH:11][N:12](C(C2C=CC=CC=2)(C2C=CC=CC=2)C2C=CC=CC=2)[CH:13]=1)[C:2]1[CH:7]=[CH:6][CH:5]=[CH:4][CH:3]=1.[ClH:33]>O1CCOCC1>[ClH:33].[CH2:1]([NH:8][C:9]1[N:10]=[CH:11][NH:12][CH:13]=1)[C:2]1[CH:3]=[CH:4][CH:5]=[CH:6][CH:7]=1 |f:3.4|. Procedure details: Benzyl-(1-trityl-1H-imidazol-4-yl)-amine (0.15 g, 0.35 mmol) was dissolved in a 4 M solution of HCl in dioxane (5 ml). The mixture was stirred at room temperature for 90 minutes and then concentrated in vacuo. The residue was triturated in ether to yield the title compound as an off-white solid (73 mg, 100%); MS (ISP): 174.4 ([M+H]+). Reactants: C(C1=CC=CC=C1)OC1=CC=C(C=C1)C=1NC=C(N1)COC (2-(4-Benzyloxyphenyl)-4-(methoxymethyl)-imidazole). The reagents and catalysts are [Pd] (Pd/C). Run in CCO (EtOH). Conditions: time 8 hour. Product: OC1=CC=C(C=C1)C=1NC=C(N1)COC (2-(4-Hydroxyphenyl)-4-(methoxymethyl)-imidazole). The yield is 97.9%. As a reaction SMILES: C([O:8][C:9]1[CH:14]=[CH:13][C:12]([C:15]2[NH:16][CH:17]=[C:18]([CH2:20][O:21][CH3:22])[N:19]=2)=[CH:11][CH:10]=1)C1C=CC=CC=1>[Pd].CCO>[OH:8][C:9]1[CH:10]=[CH:11][C:12]([C:15]2[NH:16][CH:17]=[C:18]([CH2:20][O:21][CH3:22])[N:19]=2)=[CH:13][CH:14]=1. Procedure: A suspension of 59 (4.6 g, 0.016 mol), EtOH (150 ml) and 10% Pd/C (1.5 g) was hydrogenated on a Parr shaker at 60.5 psi. After shaking overnight, the suspension was filtered under N2 through super cel. The solution was concentrated to dryness to Yield 3.2 g (100%) of 60; m.p. 191°-2° C. (CH3CN).